From a dataset of the Open Reaction Database (ORD), a public repository of structured organic reaction records. describe an organic reaction: reactants, conditions, products, and yield Reactants: ClC=1C=C(C(=O)O)C=C(C1O)O (3-Chloro-4,5-dihydroxybenzoic acid), Cl[Si](C)(C)C (chlorotrimethylsilane). The solvent is CO (MeOH). Yields the product ClC=1C=C(C(=O)OC)C=C(C1O)O (Methyl 3-chloro-4,5-dihydroxybenzoate). Isolated yield 81.6%. RXN SMILES: [Cl:1][C:2]1[CH:3]=[C:4]([CH:8]=[C:9]([OH:12])[C:10]=1[OH:11])[C:5]([OH:7])=[O:6].Cl[Si](C)(C)[CH3:15]>CO>[Cl:1][C:2]1[CH:3]=[C:4]([CH:8]=[C:9]([OH:12])[C:10]=1[OH:11])[C:5]([O:7][CH3:15])=[O:6]. Procedure: A solution of 3-chloro-4,5-dihydroxybenzoic acid (2) (3.16 g, 16.76 mmol) and chlorotrimethylsilane (6.36 mL, 50.3 mmol) in MeOH (50 mL) was stirred at 50° C., under nitrogen overnight. The solvent was removed in vacuo and the residue was partitioned between brine (75 mL) and EtOAc (75 mL). The organic layer was washed with brine (75 mL), dried over MgSO4 and filtered. The solvent was removed in vacuo to give methyl 3-chloro-4,5-dihydroxybenzoate (3) (3.26 g, 13.68 mmol, 82% yield): m/z 201 [M−H... Reactants: [Li]CCCC, COc1c(C=O)ccc2ccccc12, Cl, O=C=O, C1CCOC1. The product is COc1c2c(cc3ccccc13)C(=O)OC2O. Reaction SMILES: [CH2:1]([Li:2])[CH2:3][CH2:4][CH3:5].[CH3:6][O:7][c:8]1[c:9]([CH:18]=[O:19])[cH:10][cH:11][c:12]2[cH:13][cH:14][cH:15][cH:16][c:17]12.[ClH:23].[O:20]=[C:21]=[O:22].[O:24]1[CH2:25][CH2:26][CH2:27][CH2:28]1>>[CH3:6][O:7][c:8]1[c:9]2[c:10]([cH:11][c:12]3[cH:13][cH:14][cH:15][cH:16][c:17]13)[C:21](=[O:20])[O:22][CH:18]2[OH:19]. Starting materials: O=[Ag], COC(=O)C(O)C(Cc1ccc(-c2cccc(Cl)c2)cc1)NC(=O)OC(C)(C)C, CC#N, CI. The product is COC(=O)C(OC)C(Cc1ccc(-c2cccc(Cl)c2)cc1)NC(=O)OC(C)(C)C. RXN SMILES: [Ag:35]=[O:36].[CH3:1][O:2][C:3]([CH:4]([CH:5]([CH2:6][c:7]1[cH:8][cH:9][c:10](-[c:13]2[cH:14][c:15]([Cl:19])[cH:16][cH:17][cH:18]2)[cH:11][cH:12]1)[NH:20][C:21](=[O:22])[O:23][C:24]([CH3:25])([CH3:26])[CH3:27])[OH:28])=[O:29].[CH3:32][C:33]#[N:34].[I:30][CH3:31]>>[CH3:1][O:2][C:3]([CH:4]([CH:5]([CH2:6][c:7]1[cH:8][cH:9][c:10](-[c:13]2[cH:14][c:15]([Cl:19])[cH:16][cH:17][cH:18]2)[cH:11][cH:12]1)[NH:20][C:21](=[O:22])[O:23][C:24]([CH3:25])([CH3:26])[CH3:27])[O:28][CH3:31])=[O:29]. The reactants are CCOCCl, Cc1ccccc1, CSc1ncn[nH]1. The product is CCOCn1cnc(SC)n1. Reaction SMILES: [CH2:8]([CH3:9])[O:10][CH2:11][Cl:12].[CH3:13][c:14]1[cH:15][cH:16][cH:17][cH:18][cH:19]1.[CH3:1][S:2][c:3]1[n:4][cH:5][n:6][nH:7]1>>[CH3:1][S:2][c:3]1[n:4][cH:5][n:6]([CH2:11][O:10][CH2:8][CH3:9])[n:7]1.